Dataset: the Open Reaction Database (ORD), a public repository of structured organic reaction records. Task: describe an organic reaction: reactants, conditions, products, and yield Reactants: CO, CC=COc1ccc(C(F)(F)F)cc1, O=S(=O)(O)O. Yields the product Oc1ccc(C(F)(F)F)cc1. As a reaction SMILES: [CH3:20][OH:21].[F:1][C:2]([c:3]1[cH:4][cH:5][c:6]([O:9][CH:10]=[CH:11][CH3:12])[cH:7][cH:8]1)([F:13])[F:14].[S:15](=[O:16])(=[O:17])([OH:18])[OH:19]>>[F:1][C:2]([c:3]1[cH:4][cH:5][c:6]([OH:9])[cH:7][cH:8]1)([F:13])[F:14]. Reactants: O=C([O-])O, CC(=O)OCC(C)c1ccc(O)c(C(C)=O)c1, CCO, [Na+], O. The product is CC(=O)c1cc(C(C)CO)ccc1O. RXN SMILES: [C:18](=[O:19])([OH:20])[O-:21].[C:1](=[O:2])([CH3:3])[O:4][CH2:5][CH:6]([CH3:7])[c:8]1[cH:9][c:10]([C:15]([CH3:16])=[O:17])[c:11]([OH:14])[cH:12][cH:13]1.[CH3:23][CH2:24][OH:25].[Na+:22].[OH2:26]>>[OH:4][CH2:5][CH:6]([CH3:7])[c:8]1[cH:9][c:10]([C:15]([CH3:16])=[O:17])[c:11]([OH:14])[cH:12][cH:13]1. The reactants are Cl.Cl.C(N)(=N)C1=CC=C2C=CC(=CC2=C1)CC(C(=O)OCC)C1=CC=C(C=C1)OCC1CCNCC1 (ethyl 3-(7-amidino-2-naphthyl)-2-[4-[(4-piperidinyl)methoxy]phenyl]propionate dihydrochloride). The solvent is Cl (hydrochloric acid). Run at time 62 hour. The product is O.Cl.C(N)(=N)C1=CC=C2C=CC(=CC2=C1)CC(C(=O)O)C1=CC=C(C=C1)OCC1CCNCC1 (3-(7-amidino-2-naphthyl)-2-[4-[(4-piperidinyl)methoxy]phenyl]propionic acid hydrochloride monohydrate). The yield is 114.6%. RXN SMILES: [ClH:1].Cl.[C:3]([C:6]1[CH:15]=[C:14]2[C:9]([CH:10]=[CH:11][C:12]([CH2:16][CH:17]([C:23]3[CH:28]=[CH:27][C:26]([O:29][CH2:30][CH:31]4[CH2:36][CH2:35][NH:34][CH2:33][CH2:32]4)=[CH:25][CH:24]=3)[C:18]([O:20]CC)=[O:19])=[CH:13]2)=[CH:8][CH:7]=1)(=[NH:5])[NH2:4]>Cl>[OH2:19].[ClH:1].[C:3]([C:6]1[CH:15]=[C:14]2[C:9]([CH:10]=[CH:11][C:12]([CH2:16][CH:17]([C:23]3[CH:28]=[CH:27][C:26]([O:29][CH2:30][CH:31]4[CH2:36][CH2:35][NH:34][CH2:33][CH2:32]4)=[CH:25][CH:24]=3)[C:18]([OH:20])=[O:19])=[CH:13]2)=[CH:8][CH:7]=1)(=[NH:4])[NH2:5] |f:0.1.2,4.5.6|. Procedure: 1.51 g of ethyl 3-(7-amidino-2-naphthyl)-2-[4-[(4-piperidinyl)methoxy]phenyl]propionate dihydrochloride was dissolved in 50 ml of concentrated hydrochloric acid, and the solution was allowed to stand still in a sealed container at room temperature for 62 hours. After drying the resulting reaction solution under a reduced pressure, the thus obtained residue was purified by applying it to a column packed with a highly porous polymer type synthetic adsorbent (styrene-divinylbenzene polymer: HP-20).... Starting materials: BrC=1C=C2C(=NC1)NC(=N2)C2=CC=C(C=C2)OCCCl (6-bromo-2-[4-(2-chloroethoxy)phenyl)-3H-imidazo[4,5-b]pyridine), C(C1CCCO1)N (tetrahydrofurfurylamine). Product: BrC=1C=C2C(=NC1)NC(=N2)C2=CC=C(OCCNCC1OCCC1)C=C2 (N-{2-[4-(6-Bromo-3H-imidazo[4,5-b]pyridin-2-yl)phenoxy]ethyl}-N-(tetrahydrofuran-2-ylmethyl)amine). RXN SMILES: [Br:1][C:2]1[CH:3]=[C:4]2[N:10]=[C:9]([C:11]3[CH:16]=[CH:15][C:14]([O:17][CH2:18][CH2:19]Cl)=[CH:13][CH:12]=3)[NH:8][C:5]2=[N:6][CH:7]=1.[CH2:21]([NH2:27])[CH:22]1[O:26][CH2:25][CH2:24][CH2:23]1>>[Br:1][C:2]1[CH:3]=[C:4]2[N:10]=[C:9]([C:11]3[CH:16]=[CH:15][C:14]([O:17][CH2:18][CH2:19][NH:27][CH2:21][CH:22]4[CH2:23][CH2:24][CH2:25][O:26]4)=[CH:13][CH:12]=3)[NH:8][C:5]2=[N:6][CH:7]=1. Procedure details: The title compound was prepared from 6-bromo-2-[4-(2-chloroethoxy)phenyl)-3H-imidazo[4,5-b]pyridine and tetrahydrofurfurylamine. The reactants are [C-]#N.[Na+] (NaCN), BrCC1=C(SC2=C1C=C(C=C2)Cl)C2=CC=CC=C2 (3-(Bromomethyl)-5-chloro-2-phenyl-1-benzothiophene). Solvent: CS(=O)C (dimethyl sulphoxide). Reaction conditions: temperature 60 celsius, time 1 hour. The product is ClC=1C=CC2=C(C(=C(S2)C2=CC=CC=C2)CC#N)C1 (2-(5-Chloro-2-phenyl-1-benzothiophen-3-yl)acetonitrile). RXN SMILES: [C-:1]#[N:2].[Na+].Br[CH2:5][C:6]1[C:10]2[CH:11]=[C:12]([Cl:15])[CH:13]=[CH:14][C:9]=2[S:8][C:7]=1[C:16]1[CH:21]=[CH:20][CH:19]=[CH:18][CH:17]=1>CS(C)=O>[Cl:15][C:12]1[CH:13]=[CH:14][C:9]2[S:8][C:7]([C:16]3[CH:21]=[CH:20][CH:19]=[CH:18][CH:17]=3)=[C:6]([CH2:5][C:1]#[N:2])[C:10]=2[CH:11]=1 |f:0.1|. Reported procedure: 1.2 eq. of NaCN are suspended in 20 ml of dimethyl sulphoxide. The mixture is heated at 60° C. for 30 minutes and then 1 eq. of the compound obtained in Step C is added gradually. The reaction mixture is stirred for 1 hour at 60° C. and is then hydrolysed. Extraction with ethyl acetate is carried out and the organic phase is washed with water, dried over MgSO4 and evaporated under reduced pressure. The residue obtained is purified by chromatography on silica gel. Starting materials: TEA, O=C(OC(Cl)(Cl)Cl)Cl (diphosgene), C(C1=CC=CC=C1)ON[C@@H]1CC[C@H](N(C1)C(=O)OC(C)(C)C)C1=NOC=N1 ((2S,5R)-tert-butyl 5-(benzyloxyamino)-2-(1,2,4-oxadiazol-3-yl)piperidine-1-carboxylate). The solvent is C(Cl)Cl (DCM). Conditions: time 3 hour. Yields the product C(C1=CC=CC=C1)ON([C@@H]1CC[C@H](N(C1)C(=O)OC(C)(C)C)C1=NOC=N1)C(=O)Cl ((2S,5R)-tert-butyl 5-(benzyloxy(chlorocarbonyl)amino)-2-(1,2,4-oxadiazol-3-yl)piperidine-1-carboxylate). Isolated yield 183.1%. As a reaction SMILES: O=C(Cl)[O:3][C:4](Cl)(Cl)[Cl:5].[CH2:9]([O:16][NH:17][C@H:18]1[CH2:23][N:22]([C:24]([O:26][C:27]([CH3:30])([CH3:29])[CH3:28])=[O:25])[C@H:21]([C:31]2[N:35]=[CH:34][O:33][N:32]=2)[CH2:20][CH2:19]1)[C:10]1[CH:15]=[CH:14][CH:13]=[CH:12][CH:11]=1>C(Cl)Cl>[CH2:9]([O:16][N:17]([C:4]([Cl:5])=[O:3])[C@H:18]1[CH2:23][N:22]([C:24]([O:26][C:27]([CH3:30])([CH3:29])[CH3:28])=[O:25])[C@H:21]([C:31]2[N:35]=[CH:34][O:33][N:32]=2)[CH2:20][CH2:19]1)[C:10]1[CH:15]=[CH:14][CH:13]=[CH:12][CH:11]=1. Procedure: TEA (405 mg, 4.0 mmol) and diphosgene (514 mg, 2.6 mmol) were added to a solution of (2S,5R)-tert-butyl 5-(benzyloxyamino)-2-(1,2,4-oxadiazol-3-yl)piperidine-1-carboxylate (750 mg, 2.0 mmol) in DCM (70 mL). The mixture was stiffed at 0° C. for 3 hrs. Then, the reaction mixture was washed with saturated sodium chloride (2×), dried over Na2SO4, and concentrated to give (2S,5R)-tert-butyl 5-(benzyloxy(chlorocarbonyl)amino)-2-(1,2,4-oxadiazol-3-yl)piperidine-1-carboxylate (1.6 g), which was used dir... Starting materials: C1COCCN1, ClCCl, Cc1nc(-c2ccccc2)cc(-c2cccc(C#N)c2)c1NC(=O)CCCl, C1CCOC1. The product is Cc1nc(-c2ccccc2)cc(-c2cccc(C#N)c2)c1NC(=O)CCN1CCOCC1. RXN SMILES: [CH2:28]1[CH2:29][O:30][CH2:31][CH2:32][NH:33]1.[CH2:34]([Cl:35])[Cl:36].[Cl:1][CH2:2][CH2:3][C:4](=[O:5])[NH:6][c:7]1[c:8]([CH3:27])[n:9][c:10](-[c:21]2[cH:22][cH:23][cH:24][cH:25][cH:26]2)[cH:11][c:12]1-[c:13]1[cH:14][c:15]([C:19]#[N:20])[cH:16][cH:17][cH:18]1.[O:37]1[CH2:38][CH2:39][CH2:40][CH2:41]1>>[CH2:2]([CH2:3][C:4](=[O:5])[NH:6][c:7]1[c:8]([CH3:27])[n:9][c:10](-[c:21]2[cH:22][cH:23][cH:24][cH:25][cH:26]2)[cH:11][c:12]1-[c:13]1[cH:14][c:15]([C:19]#[N:20])[cH:16][cH:17][cH:18]1)[N:33]1[CH2:28][CH2:29][O:30][CH2:31][CH2:32]1. The reactants are Cl (HCl), ( 7 ), [Li+].[OH-].O (LiOH H2O), C(C)(=O)N[C@]1(C(N(CC1)[C@H](C(=O)OC)CC=C)=O)C(C)CC ((S)-methyl 2-((S)-3-acetamido-3-sec-butyl-2-oxopyrrolidin-1-yl)pent-4-enoate). Yield: 88.2%. The solvent is C1CCOC1 (THF). Procedure: Step L (7): A solution of LiOH/H2O (2M, 28 mg in 0.50 mL) was added to the diastereomer B, (S)-methyl 2-((S)-3-acetamido-3-sec-butyl-2-oxopyrrolidin-1-yl)pent-4-enoate (122 mg, 0.39 mmol) from Step L (6) in THF (1.0 mL) at RT. The reaction was stirred for 3 days. The mixture was poured into 1N HCl and the aqueous layer was extracted with EtOAC. The combined organic layers were washed with brine, dried over NaSO4 and concentrated in vacuo to give 102 mg of the title compound as white solid. LC-MS... RXN SMILES: [Li+].[OH-].O.[C:4]([NH:7][C@:8]1([CH:22]([CH2:24][CH3:25])[CH3:23])[CH2:12][CH2:11][N:10]([C@@H:13]([CH2:18][CH:19]=[CH2:20])[C:14]([O:16]C)=[O:15])[C:9]1=[O:21])(=[O:6])[CH3:5].Cl>C1COCC1>[C:4]([NH:7][C@:8]1([CH:22]([CH2:24][CH3:25])[CH3:23])[CH2:12][CH2:11][N:10]([C@@H:13]([CH2:18][CH:19]=[CH2:20])[C:14]([OH:16])=[O:15])[C:9]1=[O:21])(=[O:6])[CH3:5] |f:0.1.2|. Product: C(C)(=O)N[C@]1(C(N(CC1)[C@H](C(=O)O)CC=C)=O)C(C)CC ((S)-2-((S)-3-Acetamido-3-sec-butyl-2-oxopyrrolidin-1-yl)pent-4-enoic acid). Reaction conditions: time 3 day. The reactants are C1COCCO1, OC(c1ccc(F)cc1)c1ccc2noc(-c3cccc(Cl)c3)c2c1, O=[Mn]=O. The product is O=C(c1ccc(F)cc1)c1ccc2noc(-c3cccc(Cl)c3)c2c1. RXN SMILES: [CH2:26]1[O:27][CH2:28][CH2:29][O:30][CH2:31]1.[Cl:1][c:2]1[cH:3][c:4](-[c:8]2[o:9][n:10][c:11]3[c:12]2[cH:13][c:14]([CH:17]([OH:18])[c:19]2[cH:20][cH:21][c:22]([F:25])[cH:23][cH:24]2)[cH:15][cH:16]3)[cH:5][cH:6][cH:7]1.[O:32]=[Mn:33]=[O:34]>>[Cl:1][c:2]1[cH:3][c:4](-[c:8]2[o:9][n:10][c:11]3[c:12]2[cH:13][c:14]([C:17](=[O:18])[c:19]2[cH:20][cH:21][c:22]([F:25])[cH:23][cH:24]2)[cH:15][cH:16]3)[cH:5][cH:6][cH:7]1. Starting materials: O=C1c2c(Cl)cc(Br)cc2CN1Cc1ccc(Cl)cc1, O=C([O-])[O-], Cc1ccccc1, [Cs+], [Cs+], OCC(F)F, CC(=O)[O-], CC(=O)[O-], [Pd+2]. Product: O=C1c2c(Cl)cc(OCC(F)F)cc2CN1Cc1ccc(Cl)cc1. RXN SMILES: [Br:1][c:2]1[cH:3][c:4]2[c:8]([c:9]([Cl:11])[cH:10]1)[C:7](=[O:12])[N:6]([CH2:13][c:14]1[cH:15][cH:16][c:17]([Cl:20])[cH:18][cH:19]1)[CH2:5]2.[C:21](=[O:22])([O-:23])[O-:24].[CH3:32][c:33]1[cH:34][cH:35][cH:36][cH:37][cH:38]1.[Cs+:25].[Cs+:26].[F:27][CH:28]([CH2:29][OH:30])[F:31].[O-:40][C:41]([CH3:42])=[O:43].[O-:44][C:45]([CH3:46])=[O:47].[Pd+2:39]>>[c:2]1([O:30][CH2:29][CH:28]([F:27])[F:31])[cH:3][c:4]2[c:8]([c:9]([Cl:11])[cH:10]1)[C:7](=[O:12])[N:6]([CH2:13][c:14]1[cH:15][cH:16][c:17]([Cl:20])[cH:18][cH:19]1)[CH2:5]2.